Dataset: the Open Reaction Database (ORD), a public repository of structured organic reaction records. Task: describe an organic reaction: reactants, conditions, products, and yield Starting materials: O=C(Nc1ccc(Br)cc1)c1ccc(Cl)c([N+](=O)[O-])c1, O=C([O-])[O-], [Cs+], [Cs+], CN(C)C=O, Oc1ccc(S)cc1. Yields the product O=C(Nc1ccc(Br)cc1)c1ccc(Sc2ccc(O)cc2)c([N+](=O)[O-])c1. Reaction SMILES: [Br:1][c:2]1[cH:3][cH:4][c:5]([NH:8][C:9]([c:10]2[cH:11][c:12]([N+:17](=[O:18])[O-:19])[c:13]([Cl:16])[cH:14][cH:15]2)=[O:20])[cH:6][cH:7]1.[C:29](=[O:30])([O-:31])[O-:32].[Cs+:33].[Cs+:34].[O:35]=[CH:36][N:37]([CH3:38])[CH3:39].[SH:21][c:22]1[cH:23][cH:24][c:25]([OH:28])[cH:26][cH:27]1>>[Br:1][c:2]1[cH:3][cH:4][c:5]([NH:8][C:9]([c:10]2[cH:11][c:12]([N+:17](=[O:18])[O-:19])[c:13]([S:21][c:22]3[cH:23][cH:24][c:25]([OH:28])[cH:26][cH:27]3)[cH:14][cH:15]2)=[O:20])[cH:6][cH:7]1. Reactants: C(CCC)[Sn](\C=C\C(CCCCC)(O)C)(CCCC)CCCC ((E)-1-tri-n-butylstannyl-3-methyl-1-octene-3-ol), N1C=NC=C1 (imidazole), Cl[Si](C)(C)C (chlorotrimethylsilane). Run in CN(C=O)C (dimethylformamide). Product: C(CCC)[Sn](\C=C\C(CCCCC)(O[Si](C)(C)C)C)(CCCC)CCCC ((E)-1-tri-n-butylstannyl-3-methyl-3-trimethylsilyloxy-1-octene). RXN SMILES: [CH2:1]([Sn:5]([CH2:20][CH2:21][CH2:22][CH3:23])([CH2:16][CH2:17][CH2:18][CH3:19])/[CH:6]=[CH:7]/[C:8]([CH3:15])([OH:14])[CH2:9][CH2:10][CH2:11][CH2:12][CH3:13])[CH2:2][CH2:3][CH3:4].N1C=CN=C1.Cl[Si:30]([CH3:33])([CH3:32])[CH3:31]>CN(C)C=O>[CH2:20]([Sn:5]([CH2:16][CH2:17][CH2:18][CH3:19])([CH2:1][CH2:2][CH2:3][CH3:4])/[CH:6]=[CH:7]/[C:8]([CH3:15])([O:14][Si:30]([CH3:33])([CH3:32])[CH3:31])[CH2:9][CH2:10][CH2:11][CH2:12][CH3:13])[CH2:21][CH2:22][CH3:23]. Reported procedure: The vinylstannane is treated with imidazole, and chlorotrimethylsilane in dimethylformamide by the procedure of Example 1 to provide (E)-1-tri-n-butylstannyl-3-methyl-3-trimethylsilyloxy-1-octene as an oil.